This data is from the Open Reaction Database (ORD), a public repository of structured organic reaction records. The task is: describe an organic reaction: reactants, conditions, products, and yield Starting materials: CCCCCCCCBr, CCCCCCCCOc1ccc(-c2ccc(CCCCCCCC)cn2)cc1, [Li]c1ccc(OCCCCCCCC)cc1, ClCCl, O=C(OO)c1cccc(Cl)c1, c1ccncc1. The product is CCCCCCCCOc1ccc(-c2ccc(CCCCCCCC)c[n+]2[O-])cc1. As a reaction SMILES: [Br:57][CH2:58][CH2:59][CH2:60][CH2:61][CH2:62][CH2:63][CH2:64][CH3:65].[CH2:12]([CH2:13][CH2:14][CH2:15][CH2:16][CH2:17][CH2:18][CH3:19])[c:20]1[cH:21][cH:22][c:23](-[c:26]2[cH:27][cH:28][c:29]([O:32][CH2:33][CH2:34][CH2:35][CH2:36][CH2:37][CH2:38][CH2:39][CH3:40])[cH:30][cH:31]2)[n:24][cH:25]1.[CH2:41]([O:42][c:43]1[cH:44][cH:45][c:46]([Li:47])[cH:48][cH:49]1)[CH2:50][CH2:51][CH2:52][CH2:53][CH2:54][CH2:55][CH3:56].[CH2:66]([Cl:67])[Cl:68].[OH:1][O:2][C:3]([c:4]1[cH:5][c:6]([Cl:7])[cH:8][cH:9][cH:10]1)=[O:11].[cH:69]1[cH:70][cH:71][n:72][cH:73][cH:74]1>>[O-:1][n+:24]1[c:23](-[c:26]2[cH:27][cH:28][c:29]([O:32][CH2:33][CH2:34][CH2:35][CH2:36][CH2:37][CH2:38][CH2:39][CH3:40])[cH:30][cH:31]2)[cH:22][cH:21][c:20]([CH2:12][CH2:13][CH2:14][CH2:15][CH2:16][CH2:17][CH2:18][CH3:19])[cH:25]1. The reactants are C1CCOC1, C=CC(C)(C)C1CCOC(C)(C)O1, O=P([O-])([O-])[O-], O=[Os](=O)(=O)=O. The product is CC1(C)OCCC(C(C)(C)C=O)O1. Reaction SMILES: [CH2:19]1[O:20][CH2:21][CH2:22][CH2:23]1.[CH3:1][C:2]([CH:3]=[CH2:4])([CH3:5])[CH:6]1[O:7][C:8]([CH3:12])([CH3:13])[O:9][CH2:10][CH2:11]1.[O-:14][P:15](=[O:16])([O-:17])[O-:18].[O:24]=[Os:25](=[O:26])(=[O:27])=[O:28]>>[CH3:1][C:2]([CH:3]=[O:14])([CH3:5])[CH:6]1[O:7][C:8]([CH3:12])([CH3:13])[O:9][CH2:10][CH2:11]1. The reactants are C1CCOC1, C[Si](C)(C)[N-][Si](C)(C)C, Cl, O=C1Cc2cc(F)ccc2N1, [Li+], O=C1OCc2nc(CCN3CCOCC3)ccc21. Product: O=C1Nc2ccc(F)cc2C1=C1OCc2nc(CCN3CCOCC3)ccc21. RXN SMILES: [CH2:41]1[O:42][CH2:43][CH2:44][CH2:45]1.[CH3:12][Si:13]([N-:14][Si:15]([CH3:16])([CH3:17])[CH3:18])([CH3:19])[CH3:20].[ClH:40].[F:1][c:2]1[cH:3][c:4]2[c:8]([cH:9][cH:10]1)[NH:7][C:6](=[O:11])[CH2:5]2.[Li+:21].[O:22]1[CH2:23][CH2:24][N:25]([CH2:28][CH2:29][c:30]2[cH:31][cH:32][c:33]3[c:34]([n:35]2)[CH2:36][O:37][C:38]3=[O:39])[CH2:26][CH2:27]1>>[F:1][c:2]1[cH:3][c:4]2[c:8]([cH:9][cH:10]1)[NH:7][C:6](=[O:11])[C:5]2=[C:38]1[c:33]2[cH:32][cH:31][c:30]([CH2:29][CH2:28][N:25]3[CH2:24][CH2:23][O:22][CH2:27][CH2:26]3)[n:35][c:34]2[CH2:36][O:37]1. Reactants: C(C)(C)(C)OC(=O)N1[C@H](CN(CC1)C(=O)OC(C)(C)C)CCCC(=O)O ((S)-2-(3-carboxypropyl)-piperazine-1,4-dicarboxylic acid di-tert-butyl ester). Solvent: C1CCOC1 (THF), C1CCOC1 (THF). Reaction conditions: time 8 hour. The product is C(C)(C)(C)OC(=O)N1[C@H](CN(CC1)C(=O)OC(C)(C)C)CCCCO ((S)-2-(4-Hydroxybutyl)-piperazine-1,4-dicarboxylic acid di-tert-butyl ester). Reaction SMILES: [C:1]([O:5][C:6]([N:8]1[CH2:13][CH2:12][N:11]([C:14]([O:16][C:17]([CH3:20])([CH3:19])[CH3:18])=[O:15])[CH2:10][C@@H:9]1[CH2:21][CH2:22][CH2:23][C:24](O)=[O:25])=[O:7])([CH3:4])([CH3:3])[CH3:2]>C1COCC1>[C:1]([O:5][C:6]([N:8]1[CH2:13][CH2:12][N:11]([C:14]([O:16][C:17]([CH3:18])([CH3:19])[CH3:20])=[O:15])[CH2:10][C@@H:9]1[CH2:21][CH2:22][CH2:23][CH2:24][OH:25])=[O:7])([CH3:4])([CH3:3])[CH3:2]. Reported procedure: Into a stirred solution of (S)-2-(3-carboxypropyl)-piperazine-1,4-dicarboxylic acid di-tert-butyl ester (0.596 g, 1.60 mmol) in THF add 1.0 M BH3 in THF (3.2 mL, 3.20 mmol) and continue stirring overnight. Concentrate the mixture under reduced pressure, dilute with H2O (30 mL) and extract with EtOAc (3×50 mL). Dry the organic layers with Na2SO4 filter concentrate under reduced pressure, azeotrope the residue with CH2Cl2/hexanes (1:2) and place the residue under vacuum to give the title compound:... The reactants are [OH-].[Na+] (caustic soda), COC1=C(C=C(C(=C1)OC)OC)[N+](=O)[O-] (2,4,5-trimethoxy nitrobenzene), stannous chloride, [C-]#[Si+] (carborundum). The solvent is Cl (hydrochloric acid). Yields the product COC1=C(N)C=C(C(=C1)OC)OC (2,4,5-trimethoxy aniline). RXN SMILES: [CH3:1][O:2][C:3]1[CH:8]=[C:7]([O:9][CH3:10])[C:6]([O:11][CH3:12])=[CH:5][C:4]=1[N+:13]([O-])=O.[C-]#[Si+].[OH-].[Na+]>Cl>[CH3:1][O:2][C:3]1[CH:8]=[C:7]([O:9][CH3:10])[C:6]([O:11][CH3:12])=[CH:5][C:4]=1[NH2:13] |f:2.3|. Procedure: Into a 500 cm3 flask, provided with a cooling device, were added successively 21.3 g (0.1 mole) of 2,4,5-trimethoxy nitrobenzene, 80 g of chemically pure stannous chloride for mirror making, 100 cm3 of a hydrochloric acid solution (d=1.18) and carborundum. The mixture was brought to boiling under reflux for 1 h. After cooling, a caustic soda solution was added until the precipitate disolved. The solution obtained was extracted with methylene chloride. The organic extracts were dried over sodium ...